Dataset: the Open Reaction Database (ORD), a public repository of structured organic reaction records. Task: describe an organic reaction: reactants, conditions, products, and yield Reactants: O (water), BrC=1C=C(C=NC1)NC(C1=CC=CC=C1)=O (N-(5-bromopyridin-3-yl)benzamide), C(C)OC(=O)C1=CC=C(C=C1)B(O)O (4-ethoxycarbonylphenylboronic acid), C([O-])([O-])=O.[K+].[K+] (potassium carbonate). The reagents and catalysts are C=1C=CC(=CC1)[P](C=2C=CC=CC2)(C=3C=CC=CC3)[Pd]([P](C=4C=CC=CC4)(C=5C=CC=CC5)C=6C=CC=CC6)([P](C=7C=CC=CC7)(C=8C=CC=CC8)C=9C=CC=CC9)[P](C=1C=CC=CC1)(C=1C=CC=CC1)C=1C=CC=CC1 (tetrakis(triphenylphosphine)palladium(0)). The solvent is COCCOC (1,2-dimethoxyethane), CN(C)C=O (DMF). Conditions: temperature 85 celsius, time 12 hour. The product is C1(=CC=CC=C1)C(=O)NC=1C=C(C=NC1)C1=CC=C(C=C1)C(=O)OCC (Ethyl 4-{5-[(phenylcarbonyl)amino]pyridin-3-yl}benzenecarboxylate). Reaction SMILES: Br[C:2]1[CH:3]=[C:4]([NH:8][C:9](=[O:16])[C:10]2[CH:15]=[CH:14][CH:13]=[CH:12][CH:11]=2)[CH:5]=[N:6][CH:7]=1.[CH2:17]([O:19][C:20]([C:22]1[CH:27]=[CH:26][C:25](B(O)O)=[CH:24][CH:23]=1)=[O:21])[CH3:18].C(=O)([O-])[O-].[K+].[K+].O>COCCOC.C1C=CC([P]([Pd]([P](C2C=CC=CC=2)(C2C=CC=CC=2)C2C=CC=CC=2)([P](C2C=CC=CC=2)(C2C=CC=CC=2)C2C=CC=CC=2)[P](C2C=CC=CC=2)(C2C=CC=CC=2)C2C=CC=CC=2)(C2C=CC=CC=2)C2C=CC=CC=2)=CC=1.CN(C=O)C>[C:10]1([C:9]([NH:8][C:4]2[CH:3]=[C:2]([C:25]3[CH:26]=[CH:27][C:22]([C:20]([O:19][CH2:17][CH3:18])=[O:21])=[CH:23][CH:24]=3)[CH:7]=[N:6][CH:5]=2)=[O:16])[CH:15]=[CH:14][CH:13]=[CH:12][CH:11]=1 |f:2.3.4,^1:47,49,68,87|. Procedure details: At 50° C., 5.14 g (18.2 mmol) of N-(5-bromopyridin-3-yl)benzamide, 5.40 g (27.8 mmol) of 4-ethoxycarbonylphenylboronic acid and 5.03 g (36.4 mmol) of potassium carbonate were dissolved in 30 ml of 1,2-dimethoxyethane, 9 ml of water and 65 ml of DMF. The mixture was flushed with argon, 105 mg (0.09 mmol) of tetrakis(triphenylphosphine)palladium(0) were added and the mixture was stirred at 85° C. for 12 h. The reaction mixture was concentrated slightly on a rotary evaporator, diluted with water an... Starting materials: ClC=1N=CC=2N(C(C(CN(C2N1)C1CCCC1)(F)F)=O)C (2-Chloro-9-cyclopentyl-7,7-difluoro-5-methyl-8,9-dihydro-5H-pyrimido[5,4-b][1,4]diazepin-6(7H)-one), FC=1C=CC(=C(N)C1)C (5-fluoro-2-methylaniline). The reagents and catalysts are Cl (HCl). Solvent: CC(C)O (i-PrOH). The product is C1(CCCC1)N1C2=C(N(C(C(C1)(F)F)=O)C)C=NC(=N2)NC2=C(C=CC(=C2)F)C (9-Cyclopentyl-7,7-difluoro-2-(5-fluoro-2-methylphenylamino)-5-methyl-8,9-dihydro-5H-pyrimido[4,5-b][1,4]diazepin-6(7H)-one). As a reaction SMILES: Cl[C:2]1[N:3]=[CH:4][C:5]2[N:6]([CH3:21])[C:7](=[O:20])[C:8]([F:19])([F:18])[CH2:9][N:10]([CH:13]3[CH2:17][CH2:16][CH2:15][CH2:14]3)[C:11]=2[N:12]=1.[F:22][C:23]1[CH:24]=[CH:25][C:26]([CH3:30])=[C:27]([CH:29]=1)[NH2:28]>Cl.CC(O)C>[CH:13]1([N:10]2[CH2:9][C:8]([F:19])([F:18])[C:7](=[O:20])[N:6]([CH3:21])[C:5]3[CH:4]=[N:3][C:2]([NH:28][C:27]4[CH:29]=[C:23]([F:22])[CH:24]=[CH:25][C:26]=4[CH3:30])=[N:12][C:11]2=3)[CH2:17][CH2:16][CH2:15][CH2:14]1. Reported procedure: 2-Chloro-9-cyclopentyl-7,7-difluoro-5-methyl-8,9-dihydro-5H-pyrimido[5,4-b][1,4]diazepin-6(7H)-one (100 mg, 0.32 mmol), 5-fluoro-2-methylaniline (60 mg, 0.48 mmol), i-PrOH (2 mL) and conc. HCl (5 drops) were heated to 100° C. overnight to give the title compound. The final compound was purified by reverse phase HPLC and basified to give the free base (50 mg, 39%). 1H NMR (400 MHz, DMSO-d6) δ ppm 1.40-1.96 (m, 9H) 2.22 (s, 3H) 3.99 (t, J=14 Hz, 2H) 4.62 (t, J=8 Hz, 1H) 6.81 (td, J=8, 3 Hz, 1H) 7.... Reactants: CC1=NOC(=C1C(=O)NC1=CC(=C(C=C1)Cl)I)C (3,5-dimethyl-N-(4-chloro-3-iodophenyl)isoxazole-4-carboxamide), C1CCOC1 (THF), [Br-].CC=1C(=NC=CC1)[Zn+] (3-methyl-2-pyridylzinc bromide), solution. The product is ClC1=C(C=C(C=C1)NC(=O)C=1C(=NOC1C)C)C1=NC(=CC=C1)C (N-(4-chloro-3-(6-methylpyridin-2-yl)phenyl)-3,5-dimethylisoxazole-4-carboxamide). As a reaction SMILES: [CH3:1][C:2]1[C:6]([C:7]([NH:9][C:10]2[CH:15]=[CH:14][C:13]([Cl:16])=[C:12](I)[CH:11]=2)=[O:8])=[C:5]([CH3:18])[O:4][N:3]=1.[Br-].C[C:21]1[C:22]([Zn+])=[N:23][CH:24]=[CH:25][CH:26]=1.[CH2:28]1COCC1>>[Cl:16][C:13]1[CH:14]=[CH:15][C:10]([NH:9][C:7]([C:6]2[C:2]([CH3:1])=[N:3][O:4][C:5]=2[CH3:18])=[O:8])=[CH:11][C:12]=1[C:24]1[CH:25]=[CH:26][CH:21]=[C:22]([CH3:28])[N:23]=1 |f:1.2|. Procedure: Procedure B was performed with 3,5-dimethyl-N-(4-chloro-3-iodophenyl)isoxazole-4-carboxamide (190 mg, 0.5 mmol) and 3-methyl-2-pyridylzinc bromide (2.5 mL of a 0.5 M solution in THF). The crude reaction was purified by silica gel chromatography (5-100% Ethyl acetate/Hexanes) to yield N-(4-chloro-3-(6-methylpyridin-2-yl)phenyl)-3,5-dimethylisoxazole-4-carboxamide as a white solid: TLC Rf=0.43 (50% ethyl acetate/hexanes); 1H NMR (CDCl3, 400 MHz) δ 8.52 (bs, 1H), 7.68 (m, 2H), 7.48 (m, 3H), 2.70 (s... Starting materials: CCO, COC(=O)c1cc2nc(-c3ccccc3)cn2cc1Br, Cl, [Na+], [OH-], O. Yields the product O=C(O)c1cc2nc(-c3ccccc3)cn2cc1Br. Reaction SMILES: [CH3:25][CH2:26][OH:27].[CH3:3][O:4][C:5](=[O:6])[c:7]1[cH:8][c:9]2[n:10]([cH:11][c:12]1[Br:13])[cH:14][c:15](-[c:17]1[cH:18][cH:19][cH:20][cH:21][cH:22]1)[n:16]2.[ClH:23].[Na+:2].[OH-:1].[OH2:24]>>[O:4]=[C:5]([OH:6])[c:7]1[cH:8][c:9]2[n:10]([cH:11][c:12]1[Br:13])[cH:14][c:15](-[c:17]1[cH:18][cH:19][cH:20][cH:21][cH:22]1)[n:16]2. Yield: 85.4%. Procedure: Following a procedure similar to that described in Example 40(a), 1.00 g of 2-[2-(3-methoxyphenyl)ethyl]phenol (prepared as described in Preparation 20), 0.740 g of potassium t-butoxide and 2.33 g of (R)-1-t-butoxycarbonyl-2-(p-toluenesulfonyloxymethyl)pyrrolidine were reacted in 10 ml of dimethylacetamide. The mixture was then worked up as described in Example 40(a), and the crude product thus obtained was purified by column chromatography through silica gel, using a 4:1 by volume mixture of he... Run in CC(=O)N(C)C (dimethylacetamide). Yields the product C(C)(C)(C)OC(=O)N1[C@H](CCC1)COC1=C(C=CC=C1)CCC1=CC(=CC=C1)OC ((R)-1-t-Butoxycarbonyl-2-{2-[2-(3-methoxyphenyl) ethyl]phenoxymethyl}pyrrolidine). Starting materials: COC=1C=C(C=CC1)CCC1=C(C=CC=C1)O (2-[2-(3-methoxyphenyl)ethyl]phenol), CC(C)([O-])C.[K+] (potassium t-butoxide), C(C)(C)(C)OC(=O)N1[C@H](CCC1)COS(=O)(=O)C1=CC=C(C=C1)C ((R)-1-t-butoxycarbonyl-2-(p-toluenesulfonyloxymethyl)pyrrolidine). Reaction SMILES: [CH3:1][O:2][C:3]1[CH:4]=[C:5]([CH2:9][CH2:10][C:11]2[CH:16]=[CH:15][CH:14]=[CH:13][C:12]=2[OH:17])[CH:6]=[CH:7][CH:8]=1.CC(C)([O-])C.[K+].[C:24]([O:28][C:29]([N:31]1[CH2:35][CH2:34][CH2:33][C@@H:32]1[CH2:36]OS(C1C=CC(C)=CC=1)(=O)=O)=[O:30])([CH3:27])([CH3:26])[CH3:25]>CC(N(C)C)=O>[C:24]([O:28][C:29]([N:31]1[CH2:35][CH2:34][CH2:33][C@@H:32]1[CH2:36][O:17][C:12]1[CH:13]=[CH:14][CH:15]=[CH:16][C:11]=1[CH2:10][CH2:9][C:5]1[CH:6]=[CH:7][CH:8]=[C:3]([O:2][CH3:1])[CH:4]=1)=[O:30])([CH3:27])([CH3:25])[CH3:26] |f:1.2|. Starting materials: C(CC)NC1=CC=CC=C1 (N-propylaniline), BrCC(=O)OCC (ethyl bromoacetate). Run in O1CCOCC1 (dioxane), C1(=NNCCCCCCCC1)C1=CCCCCCCCCC1 (diazabicycloundecene), O (water). Conditions: time 1 hour. Yields the product C1(=CC=CC=C1)N(CCC)CC(=O)OCC (ethyl 2-(N-phenyl-N-propylamino)acetate). Yield: 90.0%. As a reaction SMILES: [CH2:1]([NH:4][C:5]1[CH:10]=[CH:9][CH:8]=[CH:7][CH:6]=1)[CH2:2][CH3:3].Br[CH2:12][C:13]([O:15][CH2:16][CH3:17])=[O:14]>O1CCOCC1.C1(C2CCCCCCCCCC=2)CCCCCCCCNN=1.O>[C:5]1([N:4]([CH2:12][C:13]([O:15][CH2:16][CH3:17])=[O:14])[CH2:1][CH2:2][CH3:3])[CH:10]=[CH:9][CH:8]=[CH:7][CH:6]=1. Procedure details: To a solution of N-propylaniline (60 g) and ethyl bromoacetate (83.6 ml) in dioxane (60 ml), diazabicycloundecene (DBU;113 ml) was added dropwise under ice-cooling. After stirring for 1 hour at room temperature, the reaction mixture was diluted with water and extracted three times with ethyl acetate. The combined organic layer was washed with successive, 1N hydrochloric acid, water and saturated sodium chloride in order. After drying over anhydrous sodium sulfate, the solvent was evaporated unde... Reactants: FC1(C(CN(CC1)C(=O)OC(C)(C)C)CNC1=NC(=CC2=NC=CN=C21)C2=CC=C(C=C2)N(C)CCO)F (tert-butyl 4,4-difluoro-3-((7-(4-((2-hydroxyethyl)(methyl)amino)phenyl) pyrido[4,3-b]pyrazin-5-ylamino)methyl)piperidine-1-carboxylate), Cl.CC(OCC)=O (HCl EA). Solvent: CC(OCC)=O (EA). Product: FC1(C(CNCC1)CNC1=NC(=CC2=NC=CN=C21)C2=CC=C(C=C2)N(CCO)C)F (2-((4-(5-((4,4-difluoropiperidin-3-yl)methylamino)pyrido[4,3-b]pyrazin-7-yl)phenyl)(methyl)amino)ethanol). Yield: 65.3%. Reaction SMILES: [F:1][C:2]1([F:38])[CH2:7][CH2:6][N:5](C(OC(C)(C)C)=O)[CH2:4][CH:3]1[CH2:15][NH:16][C:17]1[C:26]2[C:21](=[N:22][CH:23]=[CH:24][N:25]=2)[CH:20]=[C:19]([C:27]2[CH:32]=[CH:31][C:30]([N:33]([CH2:35][CH2:36][OH:37])[CH3:34])=[CH:29][CH:28]=2)[N:18]=1.Cl.CC(=O)OCC>CC(=O)OCC>[F:38][C:2]1([F:1])[CH2:7][CH2:6][NH:5][CH2:4][CH:3]1[CH2:15][NH:16][C:17]1[C:26]2[C:21](=[N:22][CH:23]=[CH:24][N:25]=2)[CH:20]=[C:19]([C:27]2[CH:32]=[CH:31][C:30]([N:33]([CH3:34])[CH2:35][CH2:36][OH:37])=[CH:29][CH:28]=2)[N:18]=1 |f:1.2|. Procedure: A solution of tert-butyl 4,4-difluoro-3-((7-(4-((2-hydroxyethyl)(methyl)amino)phenyl) pyrido[4,3-b]pyrazin-5-ylamino)methyl)piperidine-1-carboxylate (25 mg, 0.05 mmol) and 2 mL of HCl-EA (5.0 N) in 4 mL of EA was stirred at room temperature for 1.5 hours. The volatiles were removed in vacuo, and the residue was added to 5 mL of MeOH and 0.5 mL of NH3.H2O. The volatiles were removed in vacuo, and the residue was purified by chromatography with MeOH/H2O (1:10-5:1) to give 14 mg of title compound. ... Yield: 32.2%. Reactants: ClC1=CC=C(C=C1)NC(=O)NCC1CNCCO1 (N-(4-Chlorophenyl)-N′-(morpholin-2-ylmethyl)urea), ClCC1=CC=C(C=C1)C1=CC=CC=C1 (4-(chloromethyl)-1,1′-biphenyl). Procedure details: Example 30 was prepared in an analogous manner to Example 19 using a mixture of Intermediate 9 (0.01 g) and 4-(chloromethyl)-1,1′-biphenyl (0.0083 g) to give the title compound (0.0052 g). LC-MS (System A): Rt 2.95 mins, Mass Spectrum m/z 436 [MH+]. Product: C1(=CC=C(C=C1)CN1CC(OCC1)CNC(=O)NC1=CC=C(C=C1)Cl)C1=CC=CC=C1 (N{[4-(1,1′-Biphenyl-4-ylmethyl)morpholin-2-yl]methyl}N′-(4-chlorophenyl)urea). As a reaction SMILES: [Cl:1][C:2]1[CH:7]=[CH:6][C:5]([NH:8][C:9]([NH:11][CH2:12][CH:13]2[O:18][CH2:17][CH2:16][NH:15][CH2:14]2)=[O:10])=[CH:4][CH:3]=1.Cl[CH2:20][C:21]1[CH:26]=[CH:25][C:24]([C:27]2[CH:32]=[CH:31][CH:30]=[CH:29][CH:28]=2)=[CH:23][CH:22]=1>>[C:24]1([C:27]2[CH:28]=[CH:29][CH:30]=[CH:31][CH:32]=2)[CH:23]=[CH:22][C:21]([CH2:20][N:15]2[CH2:16][CH2:17][O:18][CH:13]([CH2:12][NH:11][C:9]([NH:8][C:5]3[CH:6]=[CH:7][C:2]([Cl:1])=[CH:3][CH:4]=3)=[O:10])[CH2:14]2)=[CH:26][CH:25]=1.